From a dataset of the Open Reaction Database (ORD), a public repository of structured organic reaction records. describe an organic reaction: reactants, conditions, products, and yield Reactants: O=CC(=O)O, CC(=O)O, CC(N)=O. The product is CC(=O)NC(O)C(=O)O. As a reaction SMILES: [C:1]([CH:2]=[O:3])(=[O:4])[OH:5].[CH3:10][C:11](=[O:12])[OH:13].[CH3:6][C:7]([NH2:8])=[O:9]>>[C:1]([CH:2]([OH:3])[NH:8][C:7]([CH3:6])=[O:9])(=[O:4])[OH:5]. Reactants: CC(C)(C)[Si](Cl)(c1ccccc1)c1ccccc1, OCCCCO, CN(C)C=O, c1c[nH]cn1. Yields the product CC(C)(C)[Si](OCCCCO)(c1ccccc1)c1ccccc1. Reaction SMILES: [C:12]([CH3:13])([CH3:14])([CH3:15])[Si:16]([Cl:17])([c:18]1[cH:19][cH:20][cH:21][cH:22][cH:23]1)[c:24]1[cH:25][cH:26][cH:27][cH:28][cH:29]1.[CH2:1]([CH2:2][CH2:3][CH2:4][OH:5])[OH:6].[O:30]=[CH:31][N:32]([CH3:33])[CH3:34].[nH:7]1[cH:8][cH:9][n:10][cH:11]1>>[CH2:1]([CH2:2][CH2:3][CH2:4][O:5][Si:16]([C:12]([CH3:13])([CH3:14])[CH3:15])([c:18]1[cH:19][cH:20][cH:21][cH:22][cH:23]1)[c:24]1[cH:25][cH:26][cH:27][cH:28][cH:29]1)[OH:6]. Reactants: C(C)(C)NC(C)C (diisopropylamine), CN1C(N(CC1)C)=O (1,3-dimethylimidazolidin-2-one), C1(CCCC1)C#N (cyclopentanecarbonitrile), CCCCCC (hexane), solution, C(CCC)[Li] (n-butyllithium), compound. Solvent: O1CCCC1 (tetrahydrofuran). Product: OCCC=1C=C(C=CC1)CC1(CCCC1)C#N (1-[[3-(2-Hydroxyethyl)phenyl]methyl]cyclopentanecarbonitrile). The yield is 60.0%. As a reaction SMILES: C(NC(C)C)(C)C.[CH2:8]([Li])[CH2:9][CH2:10][CH3:11].[CH:13]1([C:18]#[N:19])[CH2:17][CH2:16][CH2:15][CH2:14]1.CN1CCN(C)C1=[O:27].[CH3:28][CH2:29][CH2:30][CH2:31][CH2:32]C>O1CCCC1>[OH:27][CH2:8][CH2:9][C:10]1[CH:11]=[C:31]([CH2:32][C:13]2([C:18]#[N:19])[CH2:17][CH2:16][CH2:15][CH2:14]2)[CH:30]=[CH:29][CH:28]=1. Procedure details: Obtained by operating as in example 87a, from 7.8g (77 mmoles) of diisopropylamine, 48.2 ml of a 1.6M solution of n-butyllithium in hexane, 6.7 g (70 mmoles) of commercial cyclopentanecarbonitrile, 18 ml of 1,3-dimethylimidazolidin-2-one and 20.5 g (71.4 mmoles) of the compound prepared in example 93c, in 110 ml of dry tetrahydrofuran. After distillation, there is obtained 9.6 g (yield=60.0%) of a viscous liquid. b.p.0.4 =160° C. Product: Cc1ccc(CC(C)(CC=O)c2cccnc2)cc1. RXN SMILES: [CH2:52]1[O:53][CH2:54][CH2:55][CH2:56]1.[CH3:12][O:13][c:14]1[cH:15][cH:16][cH:17][cH:18][c:19]1[P+:20]([CH3:21])([c:22]1[cH:23][cH:24][cH:25][cH:26][cH:27]1)[c:28]1[cH:29][cH:30][cH:31][cH:32][cH:33]1.[CH3:1][Si:2]([N-:3][Si:4]([CH3:5])([CH3:6])[CH3:7])([CH3:8])[CH3:9].[CH3:34][C:35]([CH:36]=[O:37])([CH2:38][c:39]1[cH:40][cH:41][c:42]([CH3:45])[cH:43][cH:44]1)[c:46]1[cH:47][n:48][cH:49][cH:50][cH:51]1.[Cl-:11].[Li+:10]>>[CH:12](=[O:13])[CH2:36][C:35]([CH3:34])([CH2:38][c:39]1[cH:40][cH:41][c:42]([CH3:45])[cH:43][cH:44]1)[c:46]1[cH:47][n:48][cH:49][cH:50][cH:51]1. Reactants: C1CCOC1, COc1ccccc1[P+](C)(c1ccccc1)c1ccccc1, C[Si](C)(C)[N-][Si](C)(C)C, Cc1ccc(CC(C)(C=O)c2cccnc2)cc1, [Cl-], [Li+].